From a dataset of the Open Reaction Database (ORD), a public repository of structured organic reaction records. describe an organic reaction: reactants, conditions, products, and yield Reactants: CC(O)(c1ccccc1)c1cccc(Br)n1, CC[SiH](CC)CC, ClCCl, O=C(O)C(F)(F)F. Product: C=C(c1ccccc1)c1cccc(Br)n1. RXN SMILES: [Br:8][c:9]1[cH:10][cH:11][cH:12][c:13]([C:15]([CH3:16])([OH:17])[c:18]2[cH:19][cH:20][cH:21][cH:22][cH:23]2)[n:14]1.[CH2:1]([SiH:2]([CH2:3][CH3:4])[CH2:5][CH3:6])[CH3:7].[Cl:31][CH2:32][Cl:33].[OH:24][C:25]([C:26]([F:27])([F:28])[F:29])=[O:30]>>[Br:8][c:9]1[cH:10][cH:11][cH:12][c:13]([C:15](=[CH2:16])[c:18]2[cH:19][cH:20][cH:21][cH:22][cH:23]2)[n:14]1. Starting materials: NC=1SC=CN1 (2-aminothiazole), C(=O)(N1C=NC=C1)N1C=NC=C1 (1,1'-carbonyldiimidazole), C(C)OC(C(CCC)(CCC)N)=O (2-amino-2-propylpentanoic acid ethyl ester). The solvent is O1CCCC1 (tetrahydrofuran), O1CCCC1 (tetrahydrofuran). Run at time 30 minute. Product: C(C)OC(C(CCC)(NC(=O)NC=1SC=CN1)CCC)=O (2-propyl-2-(3-thiazol-2-ylureido)pentanoic acid ethyl ester). Isolated yield 62.2%. As a reaction SMILES: [NH2:1][C:2]1[S:3][CH:4]=[CH:5][N:6]=1.[C:7](N1C=CN=C1)(N1C=CN=C1)=[O:8].[CH2:19]([O:21][C:22](=[O:31])[C:23]([NH2:30])([CH2:27][CH2:28][CH3:29])[CH2:24][CH2:25][CH3:26])[CH3:20]>O1CCCC1>[CH2:19]([O:21][C:22](=[O:31])[C:23]([CH2:27][CH2:28][CH3:29])([NH:30][C:7]([NH:1][C:2]1[S:3][CH:4]=[CH:5][N:6]=1)=[O:8])[CH2:24][CH2:25][CH3:26])[CH3:20]. Procedure details: A solution of 5.40 g of 2-aminothiazole in 150 ml of tetrahydrofuran was combined at 20° C. with 8.75 g of 1,1'-carbonyldiimidazole and the mixture stirred for 30 minutes. The mixture was then raised within 20 minutes to a bath temperature of between 55 and 60° C. and a solution of 9.80 g of the product from stage 3 in 30 ml of tetrahydrofuran was added dropwise. A clear, red-brown solution was obtained, which was stirred for 60 hours at a temperature of between 55° C. and 60° C. Once the solven... The reactants are ClCCl, CC[N+](CC)(CC)Cc1ccccc1, CC1(C)COS(=O)OC1, [Cl-], [K+], O=[Mn](=O)(=O)[O-], O. The product is CC1(C)COS(=O)(=O)OC1. Reaction SMILES: [CH2:10]([Cl:11])[Cl:12].[CH2:20]([N+:21]([CH2:22][CH3:23])([CH2:24][CH3:25])[CH2:26][CH3:27])[c:28]1[cH:29][cH:30][cH:31][cH:32][cH:33]1.[CH3:1][C:2]1([CH3:9])[CH2:3][O:4][S:5](=[O:8])[O:6][CH2:7]1.[Cl-:19].[K+:18].[Mn:13](=[O:14])([O-:15])(=[O:16])=[O:17].[OH2:34]>>[CH3:1][C:2]1([CH3:9])[CH2:3][O:4][S:5](=[O:8])(=[O:14])[O:6][CH2:7]1. Reactants: B, COc1ccc(OCCOCc2ccccc2)c(C=O)c1, CC(Cl)Cl, Nc1cc(F)ccc1Oc1ccccc1, O. Product: COc1ccc(OCCOCc2ccccc2)c(CNc2cc(F)ccc2Oc2ccccc2)c1. RXN SMILES: [BH3:37].[CH2:16]([c:17]1[cH:18][cH:19][cH:20][cH:21][cH:22]1)[O:23][CH2:24][CH2:25][O:26][c:27]1[c:28]([CH:29]=[O:30])[cH:31][c:32]([O:35][CH3:36])[cH:33][cH:34]1.[Cl:38][CH:39]([Cl:40])[CH3:41].[F:1][c:2]1[cH:3][cH:4][c:5]([O:9][c:10]2[cH:11][cH:12][cH:13][cH:14][cH:15]2)[c:6]([NH2:8])[cH:7]1.[OH2:42]>>[F:1][c:2]1[cH:3][cH:4][c:5]([O:9][c:10]2[cH:11][cH:12][cH:13][cH:14][cH:15]2)[c:6]([NH:8][CH2:29][c:28]2[c:27]([O:26][CH2:25][CH2:24][O:23][CH2:16][c:17]3[cH:18][cH:19][cH:20][cH:21][cH:22]3)[cH:34][cH:33][c:32]([O:35][CH3:36])[cH:31]2)[cH:7]1. Reactants: C1=NC=CC=2CCCCC12 (5,6,7,8-tetrahydroisoquinoline), BrCCC1=CC=CC=C1 (2-bromoethylbenzene). Reaction conditions: time 4 hour. Procedure: A mixture of 2.05 g of 5,6,7,8-tetrahydroisoquinoline, 4.30 g of 2-bromoethylbenzene, and 5 mL of dimethylformamide was stirred in a 75°-80° oil bath for 4 hours. The solvent was removed under vacuum, the residue was dissolved in 4 mL of acetonitrile and 8 mL of 1-chlorobutane were added. The precipitate was collected after 1 hour to give 3.28 g of 2-phenethyl-5,6,7,8-tetrahydroisoquinolinium bromide. Isolated yield 67.0%. RXN SMILES: [CH:1]1[C:10]2[CH2:9][CH2:8][CH2:7][CH2:6][C:5]=2[CH:4]=[CH:3][N:2]=1.[Br:11][CH2:12][CH2:13][C:14]1[CH:19]=[CH:18][CH:17]=[CH:16][CH:15]=1>CN(C)C=O>[Br-:11].[CH2:12]([N+:2]1[CH:3]=[CH:4][C:5]2[CH2:6][CH2:7][CH2:8][CH2:9][C:10]=2[CH:1]=1)[CH2:13][C:14]1[CH:19]=[CH:18][CH:17]=[CH:16][CH:15]=1 |f:3.4|. Run in CN(C=O)C (dimethylformamide). Product: [Br-].C(CC1=CC=CC=C1)[N+]1=CC=2CCCCC2C=C1 (2-phenethyl-5,6,7,8-tetrahydroisoquinolinium bromide).